This data is from the Open Reaction Database (ORD), a public repository of structured organic reaction records. The task is: describe an organic reaction: reactants, conditions, products, and yield The reactants are FC(C(=O)N(CC(=O)OCC)CP(=S)(NCC)NCC)(F)F (N-trifluoroacetyl-N-[bis(ethylamino)phosphinothioylmethyl]glycine, ethyl ester), sodium tetrahydrido boron. Run in C(C)O (ethanol). Yields the product C(C)NP(=S)(NCC)CNCC(=O)OCC (N-[bis(ethylamino)phosphinothioylmethyl]glycine, ethyl ester). Yield: 20.4%. As a reaction SMILES: FC(F)(F)C([N:5]([CH2:12][P:13]([NH:18][CH2:19][CH3:20])([NH:15][CH2:16][CH3:17])=[S:14])[CH2:6][C:7]([O:9][CH2:10][CH3:11])=[O:8])=O>C(O)C>[CH2:16]([NH:15][P:13]([CH2:12][NH:5][CH2:6][C:7]([O:9][CH2:10][CH3:11])=[O:8])([NH:18][CH2:19][CH3:20])=[S:14])[CH3:17]. Procedure details: N-trifluoroacetyl-N-[bis(ethylamino)phosphinothioylmethyl]glycine, ethyl ester (2 g, 0.0055 mole), was dissolved in ethanol. The solution was stirred and sodium tetrahydrido boron (210 mg, 0.0055 mole) was added portionwise over a ten minute period. The solution was stirred for an additional 40 minutes. The solvent was removed by evaporation under vacuum and the residue was washed with water. The water washings were saturated with sodium chloride and the aqueous layer and insoluble residue were ... The reactants are crude product, FC1=C(C=CC(=C1)I)N1C(=CC=C1C)C (1-(2-fluoro-4-iodo-phenyl)-2,5-dimethyl-1 H-pyrrole), C[O-].[Na+] (NaOMe), C(C)(C)OC(C)C (isopropyl ether), [NH4+].[Cl-] (NH4Cl). The reagents and catalysts are Cl[Cu] (CuCl). Run in CN(C)C=O (DMF), O (water), CO (MeOH). Conditions: time 8 hour. The product is FC1=C(C=CC(=C1)OC)N1C(=CC=C1C)C (1-(2-Fluoro-4-methoxyphenyl)-2,5-dimethyl-1H-pyrrole). Yield: 62.0%. As a reaction SMILES: [F:1][C:2]1[CH:7]=[C:6](I)[CH:5]=[CH:4][C:3]=1[N:9]1[C:13]([CH3:14])=[CH:12][CH:11]=[C:10]1[CH3:15].C[O-].[Na+].[CH:19]([O:22]C(C)C)(C)C.[NH4+].[Cl-]>CO.CN(C=O)C.Cl[Cu].O>[F:1][C:2]1[CH:7]=[C:6]([O:22][CH3:19])[CH:5]=[CH:4][C:3]=1[N:9]1[C:13]([CH3:14])=[CH:12][CH:11]=[C:10]1[CH3:15] |f:1.2,4.5|. Procedure details: The crude product from the previous reaction (1-(2-fluoro-4-iodo-phenyl)-2,5-dimethyl-1 H-pyrrole, 70.0 g, 222 mmol) was dissolved in 230 mL of MeOH and 70 mL of DMF. To this solution was added NaOMe (35.9 g, 666 mmol, 3.0 eq) and CuCl (3.3 g, 31 mmol, 15 mol %). The resulting mixture was warmed to reflux for 4 h. After cooling to room temperature, isopropyl ether (IPE) (500 mL), 5% aqueous NH4Cl (220 mL), and water (350 mL) were added, and the mixture was stirred overnight. The mixture was then... The reactants are C(C)C1=C(C=CC=C1)N1N=CC=C1N (2-(2-Ethyl-phenyl)-2H-pyrazol-3-ylamine), C(C)OC=1C=C(C=O)C=CC1O (3-Ethoxy-4-hydroxy-benzaldehyde), CC1(OC(=O)CC(=O)O1)C (Meldrum's Acid). Solvent: CCO (EtOH). Run at temperature 75 celsius, time 2 hour. The product is C(C)OC=1C=C(C=CC1O)C1C2=C(NC(C1)=O)N(N=C2)C2=C(C=CC=C2)CC (4-(3-Ethoxy-4-hydroxy-phenyl)-1-(2-ethyl-phenyl)-1,4,5,7-tetrahydro-pyrazolo[3,4-b]pyridin-6-one). The yield is 42.5%. Reaction SMILES: [CH2:1]([C:3]1[CH:8]=[CH:7][CH:6]=[CH:5][C:4]=1[N:9]1[C:13]([NH2:14])=[CH:12][CH:11]=[N:10]1)[CH3:2].[CH2:15]([O:17][C:18]1[CH:19]=[C:20]([CH:23]=[CH:24][C:25]=1[OH:26])[CH:21]=O)[CH3:16].[CH3:27][C:28]1(C)OC(=O)CC(=O)[O:29]1>CCO>[CH2:15]([O:17][C:18]1[CH:19]=[C:20]([CH:21]2[CH2:27][C:28](=[O:29])[NH:14][C:13]3[N:9]([C:4]4[CH:5]=[CH:6][CH:7]=[CH:8][C:3]=4[CH2:1][CH3:2])[N:10]=[CH:11][C:12]2=3)[CH:23]=[CH:24][C:25]=1[OH:26])[CH3:16]. Procedure: To 2-(2-Ethyl-phenyl)-2H-pyrazol-3-ylamine 3 (25.9 mmol) in EtOH (150 mL) was added 3-Ethoxy-4-hydroxy-benzaldehyde 5 (28.5 mmol), followed by Meldrum's Acid 4 (28.5 mmol). The reaction mixture was heated to 75° C., then after 2 hours, the reaction mixture was cooled to room temperature, and concentrated under reduced pressure. The residue was treated with water (100 mL) and the product was extracted with dichloromethane (200 mL). The organic extract was dried over anhydrous magnesium sulfate an... The reactants are C[C@@H]1N(C2=CC=C(C(=C2CC1)OCCC)B1OC(C(O1)(C)C)(C)C)C(C)=O ((S)-1-(2-methyl-5-propoxy-6-(4,4,5,5-tetramethyl-1,3,2-dioxaborolan-2-yl)-3,4-dihydroquinolin-1(2H)-yl)ethanone), IC1=CC=C(C=N1)NS(=O)(=O)C (N-(6-iodopyridin-3-yl)methanesulfonamide), C([O-])([O-])=O.[Cs+].[Cs+] (cesium carbonate). The reagents and catalysts are CC(C)C1=CC(=C(C(=C1)C(C)C)C2=CC(=CC=C2)P(C3CCCCC3)C4CCCCC4)C(C)C.C1=CC=C([C-]=C1)C2=CC=CC=C2N.Cl[Pd+] (chloro(2-dicyclohexylphosphino-2′,4′,6′-tri-i-propyl-1,1′-biphenyl)(2′-amino-1,1′-biphenyl-2-yl) palladium(II)). Solvent: O1CCOCC1 (1,4-dioxane), O (water). Reaction conditions: temperature 100 celsius. Product: C(C)(=O)N1[C@H](CCC2=C(C(=CC=C12)C1=CC=C(C=N1)NS(=O)(=O)C)OCCC)C ((S)—N-(6-(1-acetyl-2-methyl-5-propoxy-1,2,3,4-tetrahydroquinolin-6-yl)pyridin-3-yl)methanesulfonamide). Yield: 11.4%. As a reaction SMILES: [CH3:1][C@H:2]1[CH2:11][CH2:10][C:9]2[C:4](=[CH:5][CH:6]=[C:7](B3OC(C)(C)C(C)(C)O3)[C:8]=2[O:12][CH2:13][CH2:14][CH3:15])[N:3]1[C:25](=[O:27])[CH3:26].I[C:29]1[N:34]=[CH:33][C:32]([NH:35][S:36]([CH3:39])(=[O:38])=[O:37])=[CH:31][CH:30]=1.C(=O)([O-])[O-].[Cs+].[Cs+]>CC(C1C=C(C(C)C)C(C2C=CC=C(P(C3CCCCC3)C3CCCCC3)C=2)=C(C(C)C)C=1)C.C1C=[C-]C(C2C(N)=CC=CC=2)=CC=1.Cl[Pd+].O1CCOCC1.O>[C:25]([N:3]1[C:4]2[C:9](=[C:8]([O:12][CH2:13][CH2:14][CH3:15])[C:7]([C:29]3[N:34]=[CH:33][C:32]([NH:35][S:36]([CH3:39])(=[O:37])=[O:38])=[CH:31][CH:30]=3)=[CH:6][CH:5]=2)[CH2:10][CH2:11][C@@H:2]1[CH3:1])(=[O:27])[CH3:26] |f:2.3.4,5.6.7|. Procedure details: A mixture of (S)-1-(2-methyl-5-propoxy-6-(4,4,5,5-tetramethyl-1,3,2-dioxaborolan-2-yl)-3,4-dihydroquinolin-1(2H)-yl)ethanone (0.055 g, 0.147 mmol), N-(6-iodopyridin-3-yl)methanesulfonamide (0.046 g, 0.155 mmol), XPhos Precatalyst 2nd Generation (0.012 g, 0.015 mmol), and cesium carbonate (0.144 g, 0.442 mmol) in 1,4-dioxane (2.0 mL) and water (0.40 mL) was heated in the microwave at 100° C. for 1.5 h. The reaction mixture was filtered through Celite and concentrated to afford an orange oil. This... The reactants are CS(=O)(=O)/C=C/[C@H](CC1=CC=C(CNC(OC(C)(C)C)=O)C=C1)NC(C1=CC=CC=C1)(C1=CC=CC=C1)C1=CC=CC=C1 ((S,E)-tert-butyl 4-(4-(methylsulfonyl)-2-(tritylamino)but-3-en-1-yl)benzylcarbamate), C(=O)(C(F)(F)F)O.C(Cl)Cl (TFA DCM), Cl (HCl). Run in O (H2O). Reaction conditions: time 30 minute. Product: CS(=O)(=O)/C=C/[C@H](CC1=CC=C(CNC(OC(C)(C)C)=O)C=C1)N ((S,E)-tert-butyl 4-(4-(methylsulfonyl)-2-aminobut-3-en-1-yl)benzylcarbamate). Reaction SMILES: [CH3:1][S:2](/[CH:5]=[CH:6]/[C@@H:7]([NH:24]C(C1C=CC=CC=1)(C1C=CC=CC=1)C1C=CC=CC=1)[CH2:8][C:9]1[CH:23]=[CH:22][C:12]([CH2:13][NH:14][C:15](=[O:21])[O:16][C:17]([CH3:20])([CH3:19])[CH3:18])=[CH:11][CH:10]=1)(=[O:4])=[O:3].C(O)(C(F)(F)F)=O.C(Cl)Cl.Cl>O>[CH3:1][S:2](/[CH:5]=[CH:6]/[C@@H:7]([NH2:24])[CH2:8][C:9]1[CH:23]=[CH:22][C:12]([CH2:13][NH:14][C:15](=[O:21])[O:16][C:17]([CH3:19])([CH3:20])[CH3:18])=[CH:11][CH:10]=1)(=[O:3])=[O:4] |f:1.2|. Reported procedure: Trityl protected amine 17 (0.54 g, 0.90 mmol) was treated with 1% v/v TFA/DCM (15 mL) at room temperature. To this yellow solution was added H2O (1 mL) which resulted in a colourless suspension. After stirring the mixture for 30 minutes, 10 mM aq. HCl (20 mL) was added and DCM was removed under reduced pressure. The aqueous layer was extracted with Et2O (3×) and basified with NaHCO3 until pH 9, after which it was extracted with DCM (3×). The latter combined organic layers were dried over MgSO4 a... Reactants: CC(C)(C)P(c1ccccc1-c1ccccc1)C(C)(C)C, CC(=O)[O-], CC(=O)[O-], CC(C)(C)[O-], Cc1ccccc1, Cn1cc(-c2cc(Cl)nc(Cl)c2)cn1, CC(N)c1ccc(F)cc1, [Na+], [Pd+2]. The product is CC(Nc1cc(-c2cnn(C)c2)cc(Cl)n1)c1ccc(F)cc1. RXN SMILES: [C:25]([P:26]([C:27]([CH3:28])([CH3:29])[CH3:30])[c:31]1[cH:32][cH:33][cH:34][cH:35][c:36]1-[c:37]1[cH:38][cH:39][cH:40][cH:41][cH:42]1)([CH3:43])([CH3:44])[CH3:45].[C:52]([O-:53])(=[O:54])[CH3:55].[C:57]([O-:58])(=[O:59])[CH3:60].[CH3:46][C:47]([CH3:48])([O-:49])[CH3:50].[CH3:61][c:62]1[cH:63][cH:64][cH:65][cH:66][cH:67]1.[Cl:1][c:2]1[n:3][c:4]([Cl:14])[cH:5][c:6](-[c:8]2[cH:9][n:10][n:11]([CH3:13])[cH:12]2)[cH:7]1.[F:15][c:16]1[cH:17][cH:18][c:19]([CH:22]([CH3:23])[NH2:24])[cH:20][cH:21]1.[Na+:51].[Pd+2:56]>>[c:2]1([NH:24][CH:22]([c:19]2[cH:18][cH:17][c:16]([F:15])[cH:21][cH:20]2)[CH3:23])[n:3][c:4]([Cl:14])[cH:5][c:6](-[c:8]2[cH:9][n:10][n:11]([CH3:13])[cH:12]2)[cH:7]1. Starting materials: [I-], [K+], O=N[O-], Nc1ccc(C(=O)O)c(C(F)(F)F)c1, [Na+], O, O=S(=O)(O)O. RXN SMILES: [I-:25].[K+:24].[N:20]([O-:21])=[O:22].[NH2:1][c:2]1[cH:3][c:4]([C:11]([F:12])([F:13])[F:14])[c:5]([C:6](=[O:7])[OH:8])[cH:9][cH:10]1.[Na+:23].[OH2:26].[S:15](=[O:16])(=[O:17])([OH:18])[OH:19]>>[c:2]1([I:25])[cH:3][c:4]([C:11]([F:12])([F:13])[F:14])[c:5]([C:6](=[O:7])[OH:8])[cH:9][cH:10]1. Yields the product O=C(O)c1ccc(I)cc1C(F)(F)F.